Dataset: the Open Reaction Database (ORD), a public repository of structured organic reaction records. Task: describe an organic reaction: reactants, conditions, products, and yield Starting materials: ClC1=C(N)C=CC=C1 (2-chloroaniline), COC(N(C)C)OC (dimethylformamide dimethyl acetal). Run in C1(=CC=CC=C1)C (toluene). Yields the product CN(C=NC1=C(C=CC=C1)Cl)C (N,N-dimethyl-N′-(2-chlorophenyl)formamidine). As a reaction SMILES: [Cl:1][C:2]1[CH:8]=[CH:7][CH:6]=[CH:5][C:3]=1[NH2:4].CO[CH:11](OC)[N:12]([CH3:14])[CH3:13]>C1(C)C=CC=CC=1>[CH3:11][N:12]([CH3:14])[CH:13]=[N:4][C:3]1[CH:5]=[CH:6][CH:7]=[CH:8][C:2]=1[Cl:1]. Procedure details: 98% 2-chloroaniline (195 g; 1.5 mol) and 98% dimethylformamide dimethyl acetal (228.2 g; 1.8 mol) were dissolved in toluene (300 g), and the solution was heated under reflux for 4 h. During this time, the internal temperature fell from 96 to 77° C. Thereafter, 15 g of distillate were removed, and the internal temperature rose again during this time to 84° C. Finally, the reaction solution was concentrated on a rotary evaporator at 90° C. and 5 mbar and the resulting brown oil (270.5 g) was fract... Starting materials: [NH4+], [OH-], O=S(=O)(O)O, N#Cc1cnn2c(-c3ccccc3)ccnc12. Product: NC(=O)c1cnn2c(-c3ccccc3)ccnc12. As a reaction SMILES: [NH4+:18].[OH-:19].[S:20](=[O:21])(=[O:22])([OH:23])[OH:24].[c:1]1(-[c:7]2[cH:8][cH:9][n:10][c:11]3[n:12]2[n:13][cH:14][c:15]3[C:16]#[N:17])[cH:2][cH:3][cH:4][cH:5][cH:6]1>>[c:1]1(-[c:7]2[cH:8][cH:9][n:10][c:11]3[n:12]2[n:13][cH:14][c:15]3[C:16]([NH2:17])=[O:19])[cH:2][cH:3][cH:4][cH:5][cH:6]1.